From a dataset of the Open Reaction Database (ORD), a public repository of structured organic reaction records. describe an organic reaction: reactants, conditions, products, and yield Starting materials: C(C)C=1C=C(C#N)C=CC1OC (3-ethyl-4-methoxybenzonitrile), Cl (HCl). The reagents and catalysts are [OH-].[OH-].[Pd+2] (Pearlman's catalyst). The solvent is CO (MeOH). Reaction conditions: time 8 hour. Product: C(C)C=1C=C(CN)C=CC1OC (3-ethyl-4-methoxybenzylamine), Cl (HCl). RXN SMILES: [CH2:1]([C:3]1[CH:4]=[C:5]([CH:8]=[CH:9][C:10]=1[O:11][CH3:12])[C:6]#[N:7])[CH3:2].[ClH:13]>CO.[OH-].[OH-].[Pd+2]>[CH2:1]([C:3]1[CH:4]=[C:5]([CH:8]=[CH:9][C:10]=1[O:11][CH3:12])[CH2:6][NH2:7])[CH3:2].[ClH:13] |f:3.4.5|. Procedure: To a solution of 3-ethyl-4-methoxybenzonitrile (12-2, 0.12 g, 0.71 mmol) in MeOH (3.5 mL) was added Pearlman's catalyst (0.020 g, 0.036 mmol) and concentrated HCl (0.47 mL, 5.71 mmol). The system was then stirred under an atmosphere of hydrogen via a balloon overnight. The reaction contents were filtered through a pad of celite and solvents were removed in vacuo to yield the desired product (12-3) as a salmon colored crystalline solid in the form of a mono HCl salt. ESI+MS [M+H]+ C8H12N2O2: M-16... Reactants: ClC1=C(C=C(C=C1)Cl)S(=O)(=O)N (2,5-dichlorobenzene sulfonamide), C1(CCCCC1)N=C=O (cyclohexylisocyanate), N12CCN(CC1)CC2 (Dabco), N12CCN(CC1)CC2 (1,4-diazabicyclo[2,2,2]octane), C(=O)(Cl)Cl (phosgene), C(=O)(Cl)Cl (Phosgene), C(=O)(Cl)Cl (phosgene). Solvent: ClC1=CC=CC=C1 (chlorobenzene). Yields the product ClC1=C(C=C(C=C1)Cl)S(=O)(=O)N=C=O (2,5-dichlorobenzenesulfonylisocyanate). Yield: 75.0%. As a reaction SMILES: [Cl:1][C:2]1[CH:7]=[CH:6][C:5]([Cl:8])=[CH:4][C:3]=1[S:9]([NH2:12])(=[O:11])=[O:10].C1(N=[C:20]=[O:21])CCCCC1.N12CCN(CC1)CC2.C(Cl)(Cl)=O>ClC1C=CC=CC=1>[Cl:1][C:2]1[CH:7]=[CH:6][C:5]([Cl:8])=[CH:4][C:3]=1[S:9]([N:12]=[C:20]=[O:21])(=[O:10])=[O:11]. Reported procedure: A suspension of 452 g of 2,5-dichlorobenzene sulfonamide, 260 g of cyclohexylisocyanate and 10.0 g of "Dabco" (1,4-diazabicyclo[2,2,2]octane) in 2000 ml chlorobenzene was heated for one hour to reflux in a flask fitted with a water condenser and dry-ice condenser in series, a stirrer and a thermometer. Phosgene was then added into the vapor space of the flask at such a rate that the temperature of the reaction mass was maintained at 123°-125° C. due to refluxing phosgene. During 3 hours of opera... The reactants are C(=O)(OC)C=1C=C2C(C=C(OC2=CC1)C1=C(C=CC=C1)O)=O (6-carbomethoxy-2'-hydroxy-flavone), O1CC1CC (1,2-epoxy-butane), [OH-].C(C1=CC=CC=C1)[N+](C)(C)C (benzyl-trimethylammonium hydroxide). Solvent: O1CCOCC1 (dioxane). The product is C(=O)(O)C=1C=C2C(C=C(OC2=CC1)C1=C(C=CC=C1)OCC(CC)O)=O (6-carboxy2'-(2-hydroxy-butoxy)-flavone). Isolated yield 39.3%. As a reaction SMILES: [C:1]([C:5]1[CH:6]=[C:7]2[C:12](=[CH:13][CH:14]=1)[O:11][C:10]([C:15]1[CH:20]=[CH:19][CH:18]=[CH:17][C:16]=1[OH:21])=[CH:9][C:8]2=[O:22])([O:3]C)=[O:2].[O:23]1[CH:25]([CH2:26][CH3:27])[CH2:24]1.[OH-].C([N+](C)(C)C)C1C=CC=CC=1>O1CCOCC1>[C:1]([C:5]1[CH:6]=[C:7]2[C:12](=[CH:13][CH:14]=1)[O:11][C:10]([C:15]1[CH:20]=[CH:19][CH:18]=[CH:17][C:16]=1[O:21][CH2:24][CH:25]([OH:23])[CH2:26][CH3:27])=[CH:9][C:8]2=[O:22])([OH:3])=[O:2] |f:2.3|. Procedure details: A mixture consisting of 6-carbomethoxy-2'-hydroxy-flavone (10 g), obtained according to the method described in Example 2, and 1,2-epoxy-butane (6 g) and benzyl-trimethylammonium hydroxide (0.5 ml) in dioxane (40 ml) was kept at reflux temperature for 48 hours. After cooling, dilution with water, and extraction with ethylacetate, the organic phase was washed with potassium carbonate 5% and water. The solution was evaporated to dryness, and the resulting product was treated with the stoichiometri... Starting materials: O=C(n1ccnc1)n1ccnc1, CN(CC(N)CC1CCCC1)C(=O)OCc1ccccc1, CCN(C(C)C)C(C)C, ClCCl, COCCCCC(O)(c1cccc2ccoc12)C1CCCNC1. Product: COCCCCC(O)(c1cccc2ccoc12)C1CCCN(C(=O)NC(CC2CCCC2)CN(C)C(=O)OCc2ccccc2)C1. As a reaction SMILES: [C:22](=[O:23])([n:24]1[cH:25][cH:26][n:27][cH:28]1)[n:29]1[cH:30][cH:31][n:32][cH:33]1.[CH2:1]([c:2]1[cH:3][cH:4][cH:5][cH:6][cH:7]1)[O:8][C:9]([N:10]([CH3:11])[CH2:12][CH:13]([CH2:14][CH:15]1[CH2:16][CH2:17][CH2:18][CH2:19]1)[NH2:20])=[O:21].[CH:34]([N:35]([CH2:36][CH3:37])[CH:38]([CH3:39])[CH3:40])([CH3:41])[CH3:42].[Cl:66][CH2:67][Cl:68].[o:43]1[cH:44][cH:45][c:46]2[c:47]1[c:48]([C:52]([CH2:53][CH2:54][CH2:55][CH2:56][O:57][CH3:58])([OH:59])[CH:60]1[CH2:61][NH:62][CH2:63][CH2:64][CH2:65]1)[cH:49][cH:50][cH:51]2>>[CH2:1]([c:2]1[cH:3][cH:4][cH:5][cH:6][cH:7]1)[O:8][C:9]([N:10]([CH3:11])[CH2:12][CH:13]([CH2:14][CH:15]1[CH2:16][CH2:17][CH2:18][CH2:19]1)[NH:20][C:22](=[O:23])[N:62]1[CH2:61][CH:60]([C:52]([c:48]2[c:47]3[o:43][cH:44][cH:45][c:46]3[cH:51][cH:50][cH:49]2)([CH2:53][CH2:54][CH2:55][CH2:56][O:57][CH3:58])[OH:59])[CH2:65][CH2:64][CH2:63]1)=[O:21]. RXN SMILES: [Br:1][C:2]1[C:3](=[O:19])[NH:4][C:5]([CH3:18])=[CH:6][C:7]=1[O:8][CH2:9][C:10]1[CH:15]=[CH:14][C:13]([F:16])=[CH:12][C:11]=1[F:17].[H-].[Na+].[CH3:22][O:23][C:24]([C:26]1[O:27][C:28]([CH2:31]Cl)=[CH:29][CH:30]=1)=[O:25].C(#N)C.O>C1COCC1.[Cl-].[NH4+].O>[Br:1][C:2]1[C:3](=[O:19])[N:4]([CH2:31][C:28]2[O:27][C:26]([C:24]([O:23][CH3:22])=[O:25])=[CH:30][CH:29]=2)[C:5]([CH3:18])=[CH:6][C:7]=1[O:8][CH2:9][C:10]1[CH:15]=[CH:14][C:13]([F:16])=[CH:12][C:11]=1[F:17] |f:1.2,4.5,7.8|. Solvent: [Cl-].[NH4+] (ammonium chloride), O (water), C1CCOC1 (THF). Reported procedure: To a room temperature suspension of 3-bromo-4-[(2,4-difluorobenzyl)oxy]-6-methylpyridin-2(1H)-one (330.1 mg, 1.00 mmol)) and NaH (48.0 mg, 2.0 mmol) in THF (1.6 mL) was added methyl-5-chloromethyl-2-furate (400 mg, 2.30 mmol). The resulting suspension was stirred and heated to 68° C. for 8 hours until complete consumption of starting material by LCMS analysis. The reaction mixture was then diluted with ammonium chloride (saturated aqueous solution, 10 mL) and water (100 mL). This resulting emuls... Conditions: temperature 68 celsius. Starting materials: C(C)#N.O (acetonitrile water), BrC=1C(NC(=CC1OCC1=C(C=C(C=C1)F)F)C)=O (3-bromo-4-[(2,4-difluorobenzyl)oxy]-6-methylpyridin-2(1H)-one), [H-].[Na+] (NaH), COC(=O)C=1OC(=CC1)CCl (methyl-5-chloromethyl-2-furate). Product: BrC=1C(N(C(=CC1OCC1=C(C=C(C=C1)F)F)C)CC1=CC=C(O1)C(=O)OC)=O (methyl 5-{[3-bromo-4-[(2,4-difluorobenzyl)oxy]-6-methyl-2-oxopyridin-1(2H)-yl]methyl}-2-furoate). Reactants: BrC=1C=C2CC(NC2=CC1)=O (5-Bromo-1,3-dihydroindol-2-one), CN(CCNC(=O)C1=C(NC(=C1C1=CC=CC=C1)C=O)C)C (5-formyl-2-methyl-4-phenyl-1H-pyrrole-3-carboxylic acid (2-dimethylaminoethyl)amide). The product is CN(CCNC(=O)C1=C(NC(=C1C1=CC=CC=C1)C=C1C(NC2=CC=C(C=C12)Br)=O)C)C (5-(5-Bromo-2-oxo-1,2-dihydroindol-3-ylidenemethyl)-2-methyl-4-phenyl-1H-pyrrole-3-carboxylic acid (2-dimethylaminoethyl)amide). Isolated yield 56.0%. As a reaction SMILES: [Br:1][C:2]1[CH:3]=[C:4]2[C:8](=[CH:9][CH:10]=1)[NH:7][C:6](=[O:11])[CH2:5]2.[CH3:12][N:13]([CH3:33])[CH2:14][CH2:15][NH:16][C:17]([C:19]1[C:23]([C:24]2[CH:29]=[CH:28][CH:27]=[CH:26][CH:25]=2)=[C:22]([CH:30]=O)[NH:21][C:20]=1[CH3:32])=[O:18]>>[CH3:12][N:13]([CH3:33])[CH2:14][CH2:15][NH:16][C:17]([C:19]1[C:23]([C:24]2[CH:29]=[CH:28][CH:27]=[CH:26][CH:25]=2)=[C:22]([CH:30]=[C:5]2[C:4]3[C:8](=[CH:9][CH:10]=[C:2]([Br:1])[CH:3]=3)[NH:7][C:6]2=[O:11])[NH:21][C:20]=1[CH3:32])=[O:18]. Procedure details: 5-Bromo-1,3-dihydroindol-2-one (46 mg, 0.22 mmol) was condensed with 5-formyl-2-methyl-4-phenyl-1H-pyrrole-3-carboxylic acid (2-dimethylaminoethyl)amide (65 mg) to give 60 mg (55%) of the title compound as a yellow solid. Starting materials: C(OC)(OC)=O (dimethyl carbonate), [Na] (Sodium), C(C)N1C(CC2=CC(=CC=C12)C1(OCCO1)C)=O (1-ethyl-5-(2-methyl-[1,3]dioxolan-2-yl)-1,3-dihydro-indol-2-one). Solvent: CO (methanol). The product is COC(=O)C1C(N(C2=CC=C(C=C12)C1(OCCO1)C)CC)=O (1-Ethyl-5-(2-methyl-[1,3]dioxolan-2-yl)-2-oxo-2,3-dihydro-1H-indole-3-carboxylic acid methyl ester). Reaction SMILES: [Na].[C:2](=O)([O:5]C)[O:3][CH3:4].[CH2:8]([N:10]1[C:18]2[C:13](=[CH:14][C:15]([C:19]3([CH3:24])[O:23][CH2:22][CH2:21][O:20]3)=[CH:16][CH:17]=2)[CH2:12][C:11]1=[O:25])[CH3:9]>CO>[CH3:4][O:3][C:2]([CH:12]1[C:13]2[C:18](=[CH:17][CH:16]=[C:15]([C:19]3([CH3:24])[O:20][CH2:21][CH2:22][O:23]3)[CH:14]=2)[N:10]([CH2:8][CH3:9])[C:11]1=[O:25])=[O:5] |^1:0|. Procedure: Sodium (2.68 g, 112 mmol) was added to methanol (110 mL) in a 3-neck flask fitted with a reflux condenser, while controlling the temperature with an ice-bath. After dissolution dimethyl carbonate (9.4 mL, 112 mmol) was added followed by 1-ethyl-5-(2-methyl-[1,3]dioxolan-2-yl)-1,3-dihydro-indol-2-one (U.S. Pat. No. 4,686,224, 9.2 g, 37 mmol). The mixture was heated to reflux for 70 hours, then cooled, concentrated to about 25 mL, diluted with water, acidified to pH 7 with acetic acid and extracte... Reactants: lactam, C(C)(C)(C)OC(=O)CN1C(C(C2=CC=CC=C12)(C)NC(CC(C1=CC=CC=C1)=C=O)OCC)=O (1-t-butyoxycarbonylmethyl 3-(1-ethoxy-carbonyl-3-phenylpropyl)amino-3-methyl-1,2-dihydro-2-oxo-3H-indole), C(C)(C)(C)OC(CI)=O (t-butyliodoacetate), CCOCC (ether). Run in CCCCCC (hexane). Product: C(=O)(O)CN1C(C(C2=CC=CC=C12)(C)NC(CCC1=CC=CC=C1)C(=O)O)=O (1-Carboxymethyl-3-(1-carboxy-3-phenylpropyl)amino-3-methyl-1,2-dihydro-2-oxo-3H-indole). As a reaction SMILES: C([O:5][C:6](=[O:9])CI)(C)(C)C.CCOCC.C([O:19][C:20]([CH2:22][N:23]1[C:31]2[C:26](=[CH:27][CH:28]=[CH:29][CH:30]=2)[C:25]([NH:33][CH:34](OCC)[CH2:35][C:36](=C=O)[C:37]2[CH:42]=[CH:41][CH:40]=[CH:39][CH:38]=2)([CH3:32])[C:24]1=[O:48])=[O:21])(C)(C)C>CCCCCC>[C:20]([CH2:22][N:23]1[C:31]2[C:26](=[CH:27][CH:28]=[CH:29][CH:30]=2)[C:25]([NH:33][CH:34]([C:6]([OH:9])=[O:5])[CH2:35][CH2:36][C:37]2[CH:38]=[CH:39][CH:40]=[CH:41][CH:42]=2)([CH3:32])[C:24]1=[O:48])([OH:19])=[O:21]. Procedure details: This above lactam was alkylated with t-butyliodoacetate as described in Example 1, Step B, to afford, after chromatography (silica, 2 ether: 1 hexane), 1-t-butyoxycarbonylmethyl 3-(1-ethoxy-carbonyl-3-phenylpropyl)amino-3-methyl-1,2-dihydro-2-oxo-3H-indole. NMR (CDCl3): δ1.1 (t, 3H); 1.5 (s, 9H); 1.55 (s, 3H); 1.8-3.2 (m, 6H); 3.9 (s, 2H); 4.4 (s, 2H); 7.1 (br.s., 9). The reactants are C(C)(C)(C)[Si](OCCC=1C=C(C=CC1)B(O)O)(C)C (3-[2-(tert-butyl-dimethyl-silanyloxy)-ethyl]-phenylboronic acid), C(O)([O-])=O.[Na+] (sodium hydrogencarbonate), C[Si](C)(C)[N-][Si](C)(C)C.[Na+] (sodium bis(trimethylsilyl)amide), IC1COC1 (3-iodooxetane). Reagents/catalysts: N[C@H]1[C@@H](CCCC1)O ((1R,2R)-2-aminocyclohexanol), [Ni](I)I (nickel iodide). Solvent: C(C)(C)O (isopropanol), C(C)(C)O (isopropanol). Reaction conditions: time 10 minute. Yields the product C(C)(C)(C)[Si](OCCC1=CC(=CC=C1)C1COC1)(C)C (tert-Butyl-dimethyl-[2-(3-oxetan-3-yl-phenyl)-ethoxy]-silane). As a reaction SMILES: [C:1]([Si:5]([CH3:19])([CH3:18])[O:6][CH2:7][CH2:8][C:9]1[CH:10]=[C:11](B(O)O)[CH:12]=[CH:13][CH:14]=1)([CH3:4])([CH3:3])[CH3:2].C[Si]([N-][Si](C)(C)C)(C)C.[Na+].I[CH:31]1[CH2:34][O:33][CH2:32]1.C(=O)([O-])O.[Na+]>C(O)(C)C.[Ni](I)I.N[C@@H]1CCCC[C@H]1O>[C:1]([Si:5]([CH3:19])([CH3:18])[O:6][CH2:7][CH2:8][C:9]1[CH:14]=[CH:13][CH:12]=[C:11]([CH:31]2[CH2:34][O:33][CH2:32]2)[CH:10]=1)([CH3:4])([CH3:3])[CH3:2] |f:1.2,4.5|. Reported procedure: 4.6 g of 3-[2-(tert-butyl-dimethyl-silanyloxy)-ethyl]-phenylboronic acid, 130 mg of nickel iodide, 5.0 g of sodium bis(trimethylsilyl)amide and 62 mg of (1R,2R)-2-aminocyclohexanol were placed in a microwave vial and 3.5 ml of isopropanol were added. The mixture was stirred for 10 min at room temperature. Then a solution of 3-iodooxetane in 1.5 ml of isopropanol was added and the mixture treated under microwave irradiation at 80° C. for 30 min. The obtained mixture was combined with the mixtures... Reactants: [BH4-], CO, CC(C)O, Cl, [Na+], O=C1NCC2CC1c1ccccc12, C1CCOC1, O, Cc1ccc(S(=O)(=O)O)cc1. The product is c1ccc2c(c1)C1CNCC2C1, Cc1ccc(S(=O)(=O)O)cc1. Reaction SMILES: [BH4-:14].[CH3:38][OH:39].[CH:34]([OH:35])([CH3:36])[CH3:37].[ClH:16].[Na+:15].[O:1]=[C:2]1[CH:3]2[c:4]3[cH:5][cH:6][cH:7][cH:8][c:9]3[CH:10]([CH2:11][NH:12]1)[CH2:13]2.[O:29]1[CH2:30][CH2:31][CH2:32][CH2:33]1.[OH2:17].[c:18]1([CH3:28])[cH:19][cH:20][c:21]([S:24](=[O:25])(=[O:26])[OH:27])[cH:22][cH:23]1>>[CH2:2]1[CH:3]2[c:4]3[cH:5][cH:6][cH:7][cH:8][c:9]3[CH:10]([CH2:11][NH:12]1)[CH2:13]2.[c:18]1([CH3:28])[cH:19][cH:20][c:21]([S:24](=[O:25])(=[O:26])[OH:27])[cH:22][cH:23]1.